Dataset: the Open Reaction Database (ORD), a public repository of structured organic reaction records. Task: describe an organic reaction: reactants, conditions, products, and yield Reactants: OC[C@@H](CC)NC1=NC=2N(C(=N1)NCC1=CC=C(C=C1)C1=NC=CC=C1)N=CC2C(C)C ((R)-2-(1-hydroxybut-2-ylamino)-8-isopropyl-4-[4-(pyridin-2-yl)benzylamino]pyrazolo[1,5-a]-1,3,5-triazine), N[C@H]([C@@H](O)C)CO (D-threoninol). The product is OC[C@H]([C@@H](C)O)NC1=NC=2N(C(=N1)NCC1=CC=C(C=C1)C1=NC=CC=C1)N=CC2C(C)C ((2R,3R)-2-(1,3-dihydroxybut-2-ylamino)-8-isopropyl-4-[4-(pyridin-2-yl)benzylamino]pyrazolo[1,5-a]-1,3,5-triazine). Isolated yield 42.0%. RXN SMILES: [OH:1][CH2:2][C@H:3]([NH:6][C:7]1[N:12]=[C:11]([NH:13][CH2:14][C:15]2[CH:20]=[CH:19][C:18]([C:21]3[CH:26]=[CH:25][CH:24]=[CH:23][N:22]=3)=[CH:17][CH:16]=2)[N:10]2[N:27]=[CH:28][C:29]([CH:30]([CH3:32])[CH3:31])=[C:9]2[N:8]=1)[CH2:4][CH3:5].N[C@@H](CO)[C@H](C)[OH:36]>>[OH:1][CH2:2][C@@H:3]([NH:6][C:7]1[N:12]=[C:11]([NH:13][CH2:14][C:15]2[CH:16]=[CH:17][C:18]([C:21]3[CH:26]=[CH:25][CH:24]=[CH:23][N:22]=3)=[CH:19][CH:20]=2)[N:10]2[N:27]=[CH:28][C:29]([CH:30]([CH3:31])[CH3:32])=[C:9]2[N:8]=1)[C@H:4]([OH:36])[CH3:5]. Procedure details: According to the same conditions resulting in the preparation of the compound 2, the compound 12 is prepared from IIa.2 by oxidation reaction of the sulfur atom and then introduction of D-threoninol. Yield=42%, Oil. 1H NMR (300 MHz, CDCl3): δ 8.69 (d, 1H, J=4.7 Hz, Harom), 7.97 (d, 2H, J=8.3 Hz, Harom), 7.78-7.69 (m, 2H, Harom) 7.63 (s, 1H, 1H, Harom), 7.45 (d, 2H, J=8.3 Hz, Harom), 7.26-7.21 (m, 1H, Harom), 6.71 (bs, 1H, NH), 5.62 (d, 1H, J=6.6 Hz, NH), 4.77 (d, 2H, J=6.0 Hz, CH2), 4.22-4.15 (m... Reactants: mixture, C1(=CC=CC=C1)CO[C@@H]1[C@H](CCO)O[C@@H]([C@H]1OCC1=CC=CC=C1)COCC1=CC=CC=C1 (3,6-anhydro-2-deoxy-4,5,7-tris-O-(phenylmethyl)-D-gluco-heptitol), C1(=CC=CC=C1)COC[C@@H]1[C@@H](OCC2=CC=CC=C2)[C@H](OCC2=CC=CC=C2)[C@H](O1)CCO (2,5-anhydro-6-deoxy-1,3,4-tris-O-(phenylmethyl)-D-manno-heptitol), B(F)(F)F.CCOCC (borontrifluoride etherate), C([O-])(O)=O.[Na+] (sodium bicarbonate). Run in C(C)(=O)OC(C)=O (acetic anhydride). Conditions: temperature 0 celsius, time 15 minute. The product is C1(=CC=CC=C1)CO[C@@H]1[C@H](CCO)O[C@@H]([C@H]1OCC1=CC=CC=C1)CO (3,6-anhydro-2-deoxy-4,5-bis-O-(phenylmethyl)-D-gluco-heptitol), C1(=CC=CC=C1)CO[C@@H]1[C@@H](CCO)O[C@@H]([C@H]1OCC1=CC=CC=C1)CO (3,6-anhydro-2-deoxy-4,5-bis-O-(phenylmethyl)-D-manno-heptitol). RXN SMILES: [C:1]1([CH2:7][O:8][C@H:9]2[C@H:16]([O:17][CH2:18][C:19]3[CH:24]=[CH:23][CH:22]=[CH:21][CH:20]=3)[C@@H:15]([CH2:25][O:26]CC3C=CC=CC=3)[O:14][C@H:10]2[CH2:11][CH2:12][OH:13])[CH:6]=[CH:5][CH:4]=[CH:3][CH:2]=1.C1(C[O:41][CH2:42][C@H:43]2[O:63][C@H:62]([CH2:64][CH2:65][OH:66])[C@@H:53]([O:54][CH2:55][C:56]3[CH:61]=[CH:60][CH:59]=[CH:58][CH:57]=3)[C@@H:44]2[O:45][CH2:46][C:47]2[CH:52]=[CH:51][CH:50]=[CH:49][CH:48]=2)C=CC=CC=1.B(F)(F)F.CCOCC.C(=O)(O)[O-].[Na+]>C(OC(=O)C)(=O)C>[C:1]1([CH2:7][O:8][C@H:9]2[C@H:16]([O:17][CH2:18][C:19]3[CH:24]=[CH:23][CH:22]=[CH:21][CH:20]=3)[C@@H:15]([CH2:25][OH:26])[O:14][C@H:10]2[CH2:11][CH2:12][OH:13])[CH:2]=[CH:3][CH:4]=[CH:5][CH:6]=1.[C:56]1([CH2:55][O:54][C@H:53]2[C@H:44]([O:45][CH2:46][C:47]3[CH:52]=[CH:51][CH:50]=[CH:49][CH:48]=3)[C@@H:43]([CH2:42][OH:41])[O:63][C@@H:62]2[CH2:64][CH2:65][OH:66])[CH:57]=[CH:58][CH:59]=[CH:60][CH:61]=1 |f:2.3,4.5|. Procedure: A cold (0°-5° C.) solution of 12.2 g of a mixture of 3,6-anhydro-2-deoxy-4,5,7-tris-O-(phenylmethyl)-D-gluco-heptitol and 2,5-anhydro-6-deoxy-1,3,4-tris-O-(phenylmethyl)-D-manno-heptitol in 64 ml of acetic anhydride was treated with 370 μl of borontrifluoride etherate under argon. After 13/4 hours, 53 ml of saturated aqueous sodium bicarbonate was added, the mixture was stirred at 0° C. for 15 minutes, then at ambient temperature for 15 minutes and the volatiles removed. The residue was taken up... The reactants are COCCOC, COC(=O)CCCC=CCn1[nH]c(=O)n(C)c1=O, [H][H]. Yields the product COC(=O)CCCCCCn1[nH]c(=O)n(C)c1=O. RXN SMILES: [CH2:21]([CH2:22][O:23][CH3:24])[O:25][CH3:26].[CH3:1][O:2][C:3](=[O:4])[CH2:5][CH2:6][CH2:7][CH:8]=[CH:9][CH2:10][n:11]1[nH:12][c:13](=[O:18])[n:14]([CH3:17])[c:15]1=[O:16].[H:19][H:20]>>[CH3:1][O:2][C:3](=[O:4])[CH2:5][CH2:6][CH2:7][CH2:8][CH2:9][CH2:10][n:11]1[nH:12][c:13](=[O:18])[n:14]([CH3:17])[c:15]1=[O:16]. Reactants: C(=O)(C(F)(F)F)O (TFA), C(C)(C)(C)OC(NCCC1=CC=C(C=C1)OC1=CC=C(C=C1)S(=O)(=O)N=[N+]=[N-])=O ({2-[4-(4-azidosulfonylphenoxy)phenyl]ethyl}carbamic acid tert-butyl ester), C(C)N (ethylamine). The solvent is ClCCl (dichloromethane). Yields the product NCCC1=CC=C(OC2=CC=C(C=C2)S(=O)(=O)N=[N+]=[N-])C=C1 (4-[4-(2-Aminoethyl)phenoxy]benzenesulfonyl azide). The yield is 271.6%. As a reaction SMILES: C(OC(=O)[NH:7][CH2:8][CH2:9][C:10]1[CH:15]=[CH:14][C:13]([O:16][C:17]2[CH:22]=[CH:21][C:20]([S:23]([N:26]=[N+:27]=[N-:28])(=[O:25])=[O:24])=[CH:19][CH:18]=2)=[CH:12][CH:11]=1)(C)(C)C.C(O)(C(F)(F)F)=O.C(N)C>ClCCl>[NH2:7][CH2:8][CH2:9][C:10]1[CH:15]=[CH:14][C:13]([O:16][C:17]2[CH:18]=[CH:19][C:20]([S:23]([N:26]=[N+:27]=[N-:28])(=[O:24])=[O:25])=[CH:21][CH:22]=2)=[CH:12][CH:11]=1. Procedure: Dissolve the mixture of {2-[4-(4-azidosulfonylphenoxy)phenyl]ethyl}carbamic acid tert-butyl ester (0.291 g, 0.695 mmol) in dichloromethane (12 mL). Add TFA (12 mL) and stir at room temperature for 5 hours. Concentrate the reaction mixture. Load the product onto an SCX column with methanol. Wash the column with methanol then elute with 50% (2.0 M NH3 in methanol) in methanol to give a mixture of 2-4-(4-fluorobenzenesulfonyl)oxyphenyl)ethylamine and the title compound (0.601 g, 98.5%): MS ES+ 336.... The reactants are ClC1=CC=C(C(CBr)=O)C=C1 (4-chlorophenacyl bromide), NC1=NC2=C(N1CCN1CCOCC1)C=CC=C2 (2-amino-1-(2-morpholinoethyl)benzimidazole). Run in CC(=O)C (acetone), CC(=O)C (acetone). Product: [Br-].NC=1NC2=C([N+]1CCN1CCOCC1)C=CC=C2CC(=O)C2=CC=C(C=C2)Cl (2-Amino-4-(4-chlorophenacyl)-1-(2-morpholinoethyl)benzimidazolium bromide). Yield: 95.0%. RXN SMILES: [Cl:1][C:2]1[CH:11]=[CH:10][C:5]([C:6](=[O:9])[CH2:7][Br:8])=[CH:4][CH:3]=1.[NH2:12][C:13]1[N:17]([CH2:18][CH2:19][N:20]2[CH2:25][CH2:24][O:23][CH2:22][CH2:21]2)[C:16]2[CH:26]=[CH:27][CH:28]=[CH:29][C:15]=2[N:14]=1>CC(C)=O>[Br-:8].[NH2:12][C:13]1[NH:14][C:15]2[C:29]([CH2:7][C:6]([C:5]3[CH:10]=[CH:11][C:2]([Cl:1])=[CH:3][CH:4]=3)=[O:9])=[CH:28][CH:27]=[CH:26][C:16]=2[N+:17]=1[CH2:18][CH2:19][N:20]1[CH2:21][CH2:22][O:23][CH2:24][CH2:25]1 |f:3.4|. Reported procedure: A solution of 2.33 g (10 mmol) of 4-chlorophenacyl bromide in 25 ml of acetone is added to a hot solution of 2-amino-1-(2-morpholinoethyl)benzimidazole (2.46 g, 10 mmol) in 75 ml of acetone. The mixture is stirred, heated at the boil for 5 minutes and maintained at room temperature. Three hours later a precipitate of the title compound appears, which is filtered and washed with acetone and with ether. Starting materials: C(C)(=O)[O-].[Na+] (sodium acetate), Br.C(C)(=O)OCC1=CC=C(C=C1)NCCCCCCCCCCCCCCCC (p-hexadecylaminobenzyl alcohol acetate hydrobromide). The solvent is C(Cl)Cl (methylene chloride). Product: C(C)(=O)OCC1=CC=C(C=C1)NCCCCCCCCCCCCCCCC (p-Hexadecylaminobenzyl Acetate). Reaction SMILES: C([O-])(=O)C.[Na+].Br.[C:7]([O:10][CH2:11][C:12]1[CH:17]=[CH:16][C:15]([NH:18][CH2:19][CH2:20][CH2:21][CH2:22][CH2:23][CH2:24][CH2:25][CH2:26][CH2:27][CH2:28][CH2:29][CH2:30][CH2:31][CH2:32][CH2:33][CH3:34])=[CH:14][CH:13]=1)(=[O:9])[CH3:8]>C(Cl)Cl>[C:7]([O:10][CH2:11][C:12]1[CH:13]=[CH:14][C:15]([NH:18][CH2:19][CH2:20][CH2:21][CH2:22][CH2:23][CH2:24][CH2:25][CH2:26][CH2:27][CH2:28][CH2:29][CH2:30][CH2:31][CH2:32][CH2:33][CH3:34])=[CH:16][CH:17]=1)(=[O:9])[CH3:8] |f:0.1,2.3|. Procedure details: One-half ml. of 30% aqueous sodium acetate is added to a solution of p-hexadecylaminobenzyl alcohol acetate hydrobromide (100 mg.) in methylene chloride (2 ml.). After thorough mixing, the organic layer is separated, dried over anhydrous sodium sulfate, and evaporated at ambient temperature to provide the product (50 mg.) of the Example, m.p. 43°-45° C. Reactants: CC#N, CCN(C(C)C)C(C)C, NS(=O)(=O)Cl, OCCOc1ccc(-n2cncn2)cc1. The product is NS(=O)(=O)OCCOc1ccc(-n2cncn2)cc1. RXN SMILES: [CH3:30][C:31]#[N:32].[CH:21]([N:22]([CH:23]([CH3:24])[CH3:25])[CH2:26][CH3:27])([CH3:28])[CH3:29].[S:16]([NH2:17])(=[O:18])(=[O:19])[Cl:20].[n:1]1(-[c:6]2[cH:7][cH:8][c:9]([O:10][CH2:11][CH2:12][OH:13])[cH:14][cH:15]2)[n:2][cH:3][n:4][cH:5]1>>[n:1]1(-[c:6]2[cH:7][cH:8][c:9]([O:10][CH2:11][CH2:12][O:13][S:16]([NH2:17])(=[O:18])=[O:19])[cH:14][cH:15]2)[n:2][cH:3][n:4][cH:5]1. Reactants: CC(CC(=O)OCC)(C)C (ethyl 3,3-dimethylbutanoate), C(C=C)Br (allyl bromide). The solvent is O1CCCC1 (tetrahydrofuran), O1CCCC1 (tetrahydrofuran). Reaction conditions: temperature 0 celsius, time 15 minute. Yields the product CC(C)(C)C(C(=O)OCC)CC=C (ethyl (RS)-2-(1,1-dimethylethyl)pent-4-enoate). As a reaction SMILES: [CH3:1][C:2]([CH3:10])([CH3:9])[CH2:3][C:4]([O:6][CH2:7][CH3:8])=[O:5].[CH2:11](Br)[CH:12]=[CH2:13]>O1CCCC1>[CH3:1][C:2]([CH:3]([CH2:13][CH:12]=[CH2:11])[C:4]([O:6][CH2:7][CH3:8])=[O:5])([CH3:10])[CH3:9]. Procedure: The reaction mixture was then allowed to warm to 0° C. before being cooled to -70° C. A solution of ethyl 3,3-dimethylbutanoate (14.4 g) in dry tetrahydrofuran (20 cm3) was then added dropwise to the reaction mixture which was maintained at -70° C. After the addition was complete, the reaction temperature was allowed to rise to -60° C. for 15 minutes, before being cooled again to -70° C. A solution of allyl bromide (13.4 g) in dry tetrahydrofuran (5 cm3) was then added in portions to the reactio...